This data is from the Open Reaction Database (ORD), a public repository of structured organic reaction records. The task is: describe an organic reaction: reactants, conditions, products, and yield Reactants: CCOCC, CCO, CCOC(=O)COc1cc2cc(C(C)=O)sc2c(Cl)c1Cl, Cl, [Na+], [OH-]. The product is CC(=O)c1cc2cc(OCC(=O)O)c(Cl)c(Cl)c2s1. Reaction SMILES: [CH2:25]([O:26][CH2:27][CH3:28])[CH3:29].[CH3:30][CH2:31][OH:32].[Cl:1][c:2]1[c:3]([O:15][CH2:16][C:17](=[O:18])[O:19][CH2:20][CH3:21])[cH:4][c:5]2[c:6]([s:7][c:8]([C:10]([CH3:11])=[O:12])[cH:9]2)[c:13]1[Cl:14].[ClH:24].[Na+:23].[OH-:22]>>[Cl:1][c:2]1[c:3]([O:15][CH2:16][C:17](=[O:18])[OH:19])[cH:4][c:5]2[c:6]([s:7][c:8]([C:10]([CH3:11])=[O:12])[cH:9]2)[c:13]1[Cl:14]. Starting materials: [BH4-], CCOC(C)=O, O=Cc1ccc(Oc2cccc(F)c2)o1, [Na+], C1CCOC1, O. Yields the product OCc1ccc(Oc2cccc(F)c2)o1. As a reaction SMILES: [BH4-:16].[CH3:19][CH2:20][O:21][C:22](=[O:23])[CH3:24].[F:1][c:2]1[cH:3][c:4]([O:5][c:6]2[cH:7][cH:8][c:9]([CH:11]=[O:12])[o:10]2)[cH:13][cH:14][cH:15]1.[Na+:17].[O:25]1[CH2:26][CH2:27][CH2:28][CH2:29]1.[OH2:18]>>[F:1][c:2]1[cH:3][c:4]([O:5][c:6]2[cH:7][cH:8][c:9]([CH2:11][OH:12])[o:10]2)[cH:13][cH:14][cH:15]1. Procedure details: 1-(2-Tetrahydropyranyloxy)-4-acetoxy-5-(3-trifluoromethylphenoxy)-2-pentyne (40.18 g.; 0.104 mole) is dissolved in ethyl acetate (200 ml.). 5% Palladium on carbon (5 g.) is added and the mixture is hydrogenated on the Parr apparatus at an initial pressure of 45 lbs./in2 and 25°. When 0.208 mole of hydrogen is absorbed, the catalyst is removed by filtration and the solvent is evaporated under vacuum to give the title compound as a light orange residual oil, yield 40.60 g.; pmr (CDCl3) δ 2.13 (3H,... Reaction SMILES: [O:1]1[CH2:6][CH2:5][CH2:4][CH2:3][CH:2]1[O:7][CH2:8][C:9]#[C:10][CH:11]([O:24][C:25](=[O:27])[CH3:26])[CH2:12][O:13][C:14]1[CH:19]=[CH:18][CH:17]=[C:16]([C:20]([F:23])([F:22])[F:21])[CH:15]=1.[H][H]>C(OCC)(=O)C.[Pd]>[O:1]1[CH2:6][CH2:5][CH2:4][CH2:3][CH:2]1[O:7][CH2:8][CH2:9][CH2:10][CH:11]([O:24][C:25](=[O:27])[CH3:26])[CH2:12][O:13][C:14]1[CH:19]=[CH:18][CH:17]=[C:16]([C:20]([F:23])([F:22])[F:21])[CH:15]=1. Product: O1C(CCCC1)OCCCC(COC1=CC(=CC=C1)C(F)(F)F)OC(C)=O (1-(2-Tetrahydropyranyloxy)-4-acetoxy-5-(3-trifluoromethylphenoxy)pentane). Run in C(C)(=O)OCC (ethyl acetate). The reactants are O1C(CCCC1)OCC#CC(COC1=CC(=CC=C1)C(F)(F)F)OC(C)=O (1-(2-Tetrahydropyranyloxy)-4-acetoxy-5-(3-trifluoromethylphenoxy)-2-pentyne), [H][H] (hydrogen). The reagents and catalysts are [Pd] (Palladium on carbon). Reactants: [Br-], CCCc1ccc(CCC[P+](c2ccccc2)(c2ccccc2)c2ccccc2)cc1, CCOc1ccc(-c2ccc(C3CCC(C=O)CC3)cc2)c(F)c1F, C1CCOC1, CC(C)(C)[O-], [K+], O. Yields the product CCCc1ccc(CCC=CC2CCC(c3ccc(-c4ccc(OCC)c(F)c4F)cc3)CC2)cc1. RXN SMILES: [Br-:1].[CH2:2]([CH2:3][CH3:4])[c:5]1[cH:6][cH:7][c:8]([CH2:11][CH2:12][CH2:13][P+:14]([c:15]2[cH:16][cH:17][cH:18][cH:19][cH:20]2)([c:21]2[cH:22][cH:23][cH:24][cH:25][cH:26]2)[c:27]2[cH:28][cH:29][cH:30][cH:31][cH:32]2)[cH:9][cH:10]1.[CH2:39]([CH3:40])[O:41][c:42]1[c:43]([F:63])[c:44]([F:62])[c:45](-[c:48]2[cH:49][cH:50][c:51]([CH:54]3[CH2:55][CH2:56][CH:57]([CH:60]=[O:61])[CH2:58][CH2:59]3)[cH:52][cH:53]2)[cH:46][cH:47]1.[CH2:65]1[O:66][CH2:67][CH2:68][CH2:69]1.[CH3:33][C:34]([CH3:35])([O-:36])[CH3:37].[K+:38].[OH2:64]>>[CH2:2]([CH2:3][CH3:4])[c:5]1[cH:6][cH:7][c:8]([CH2:11][CH2:12][CH:13]=[CH:60][CH:57]2[CH2:56][CH2:55][CH:54]([c:51]3[cH:50][cH:49][c:48](-[c:45]4[c:44]([F:62])[c:43]([F:63])[c:42]([O:41][CH2:39][CH3:40])[cH:47][cH:46]4)[cH:53][cH:52]3)[CH2:59][CH2:58]2)[cH:9][cH:10]1. The reactants are CC(C)(Br)C(N)=O, O=C([O-])[O-], CN1CCCN(C)C1=O, CN1CCCC1=O, [Cs+], [Cs+], [H-], [Na+], C1COCCO1, Oc1cccc2cccnc12. The product is Nc1cccc2cccnc12. As a reaction SMILES: [Br:20][C:21]([CH3:22])([CH3:23])[C:25]([NH2:24])=[O:26].[C:14](=[O:15])([O-:16])[O-:17].[CH3:33][N:34]1[CH2:35][CH2:36][CH2:37][N:38]([CH3:39])[C:40]1=[O:41].[CH3:42][N:43]1[CH2:44][CH2:45][CH2:46][C:47]1=[O:48].[Cs+:18].[Cs+:19].[H-:13].[Na+:12].[O:27]1[CH2:28][CH2:29][O:30][CH2:31][CH2:32]1.[OH:1][c:2]1[cH:3][cH:4][cH:5][c:6]2[cH:7][cH:8][cH:9][n:10][c:11]12>>[c:2]1([NH2:24])[cH:3][cH:4][cH:5][c:6]2[cH:7][cH:8][cH:9][n:10][c:11]12. Reactants: CN(C)C=O, [Cu], O=C=Nc1ccccc1, CCCCCCCCCCCCC(O)c1ccoc1[Si](CC)(CC)CC. Product: CCCCCCCCCCCCC(OC(=O)Nc1ccccc1)c1ccoc1[Si](CC)(CC)CC. RXN SMILES: [CH3:36][N:37]([CH3:38])[CH:39]=[O:40].[Cu:41].[O:27]=[C:28]=[N:29][c:30]1[cH:31][cH:32][cH:33][cH:34][cH:35]1.[OH:1][CH:2]([CH2:3][CH2:4][CH2:5][CH2:6][CH2:7][CH2:8][CH2:9][CH2:10][CH2:11][CH2:12][CH2:13][CH3:14])[c:15]1[c:16]([Si:20]([CH2:21][CH3:22])([CH2:23][CH3:24])[CH2:25][CH3:26])[o:17][cH:18][cH:19]1>>[O:1]([CH:2]([CH2:3][CH2:4][CH2:5][CH2:6][CH2:7][CH2:8][CH2:9][CH2:10][CH2:11][CH2:12][CH2:13][CH3:14])[c:15]1[c:16]([Si:20]([CH2:21][CH3:22])([CH2:23][CH3:24])[CH2:25][CH3:26])[o:17][cH:18][cH:19]1)[C:28](=[O:27])[NH:29][c:30]1[cH:31][cH:32][cH:33][cH:34][cH:35]1. The reactants are C(C)C(C=CCN1C(C=2C(C1=O)=CC=CC2)=O)=CC (N-(4-ethyl-2,4-hexadien-1-yl)phthalimide), O.NN (hydrazine monohydrate), C(C)O (ethanol). Run in [OH-].[Na+] (sodium hydroxide). Yield: 83.6%. Yields the product C(C)C(C=CCN)=CC (4-ethyl-2,4-hexadien-1-ylamine). RXN SMILES: [CH2:1]([C:3](=[CH:18][CH3:19])[CH:4]=[CH:5][CH2:6][N:7]1C(=O)C2=CC=CC=C2C1=O)[CH3:2].O.NN.C(O)C>[OH-].[Na+]>[CH2:18]([C:3](=[CH:1][CH3:2])[CH:4]=[CH:5][CH2:6][NH2:7])[CH3:19] |f:1.2,4.5|. Reported procedure: A mixture of N-(4-ethyl-2,4-hexadien-1-yl)phthalimide (500 mg), hydrazine monohydrate (147 mg), and ethanol (5 ml) was refluxed for 40 minutes under nitrogen atmosphere. After cooling, the precipitate was filtered and washed with ethanol. Evaporation of the filtrate gave a crystalline residue which was dissolved in 1N sodium hydroxide solution and extracted with dichloromethane. The organic extract was washed with water and brine, dried over anhydrous sodium sulfate, and evaporated to give 4-eth...